Dataset: the Open Reaction Database (ORD), a public repository of structured organic reaction records. Task: describe an organic reaction: reactants, conditions, products, and yield The reactants are CC(C)=O, CC(C)CCOc1ccc(C(O)c2ccc(Cl)c(S(N)(=O)=O)c2)cc1, O. The product is CC(C)CCOc1ccc(C(=O)c2ccc(Cl)c(S(N)(=O)=O)c2)cc1. Reaction SMILES: [CH3:26][C:27](=[O:28])[CH3:29].[Cl:1][c:2]1[c:3]([S:22](=[O:23])(=[O:24])[NH2:25])[cH:4][c:5]([CH:8]([c:9]2[cH:10][cH:11][c:12]([O:15][CH2:16][CH2:17][CH:18]([CH3:19])[CH3:20])[cH:13][cH:14]2)[OH:21])[cH:6][cH:7]1.[OH2:30]>>[Cl:1][c:2]1[c:3]([S:22](=[O:23])(=[O:24])[NH2:25])[cH:4][c:5]([C:8]([c:9]2[cH:10][cH:11][c:12]([O:15][CH2:16][CH2:17][CH:18]([CH3:19])[CH3:20])[cH:13][cH:14]2)=[O:21])[cH:6][cH:7]1. Starting materials: COCOC1=CC(=C(C=C1)C)B(O)O (4-methoxymethoxy-1-methylbenzene-2-boronic acid), CC=1C=C(C(=O)OC)C=C(C1OS(=O)(=O)C(F)(F)F)C (methyl 3,5-dimethyl-4-trifluoromethanesulphonyloxybenzoate), C([O-])([O-])=O.[K+].[K+] (potassium carbonate). Reagents/catalysts: C=1C=CC(=CC1)[P](C=2C=CC=CC2)(C=3C=CC=CC3)[Pd]([P](C=4C=CC=CC4)(C=5C=CC=CC5)C=6C=CC=CC6)([P](C=7C=CC=CC7)(C=8C=CC=CC8)C=9C=CC=CC9)[P](C=1C=CC=CC1)(C=1C=CC=CC1)C=1C=CC=CC1 (tetrakis(triphenylphosphine)palladium). Run in CO (methanol). Product: OC=1C=CC(=C(C1)C1=C(C=C(C=C1C)C(=O)OC)C)C (Methyl 5′-hydroxy-2,6,2′-trimethylbiphenyl-4-carboxylate). Reaction SMILES: COC[O:4][C:5]1[CH:10]=[CH:9][C:8]([CH3:11])=[C:7](B(O)O)[CH:6]=1.[CH3:15][C:16]1[CH:17]=[C:18]([CH:23]=[C:24]([CH3:34])[C:25]=1OS(C(F)(F)F)(=O)=O)[C:19]([O:21][CH3:22])=[O:20].C(=O)([O-])[O-].[K+].[K+]>CO.C1C=CC([P]([Pd]([P](C2C=CC=CC=2)(C2C=CC=CC=2)C2C=CC=CC=2)([P](C2C=CC=CC=2)(C2C=CC=CC=2)C2C=CC=CC=2)[P](C2C=CC=CC=2)(C2C=CC=CC=2)C2C=CC=CC=2)(C2C=CC=CC=2)C2C=CC=CC=2)=CC=1>[OH:4][C:5]1[CH:10]=[CH:9][C:8]([CH3:11])=[C:7]([C:25]2[C:24]([CH3:34])=[CH:23][C:18]([C:19]([O:21][CH3:22])=[O:20])=[CH:17][C:16]=2[CH3:15])[CH:6]=1 |f:2.3.4,^1:46,48,67,86|. Procedure: In a manner similar to that of Example 11(d), by reaction of 3.7 g (18.8 mmol) of 4-methoxymethoxy-1-methylbenzene-2-boronic acid (described in Example 16(c)) with 5.3 g (17 mmol) of methyl 3,5-dimethyl-4-trifluoromethanesulphonyloxybenzoate, 17 mL of 2.0M potassium carbonate solution and 1 g (0.82 mmol) of tetrakis(triphenylphosphine)palladium, followed by deprotection in methanol, the desired product is obtained in the form of a yellow oil (m=3.0 g; Y=65%). The solvent is CCOC(=O)C (EtOAc), N1=CC=CC=C1 (pyridine). As a reaction SMILES: [C:1]([O:5][C:6](=[O:31])[NH:7][C:8]([C:10]1[CH:15]=[CH:14][C:13]([CH2:16][NH:17][C:18]([C@H:20]2[N:24]3[C:25](=[O:30])[C:26]([NH2:29])=[CH:27][N:28]=[C:23]3[CH2:22][CH2:21]2)=[O:19])=[CH:12][CH:11]=1)=[NH:9])([CH3:4])([CH3:3])[CH3:2].[CH3:32][S:33](Cl)(=[O:35])=[O:34]>N1C=CC=CC=1.CCOC(C)=O>[C:1]([O:5][C:6](=[O:31])[NH:7][C:8](=[NH:9])[C:10]1[CH:15]=[CH:14][C:13]([CH2:16][NH:17][C:18]([C@H:20]2[N:24]3[C:25](=[O:30])[C:26]([NH:29][S:33]([CH3:32])(=[O:35])=[O:34])=[CH:27][N:28]=[C:23]3[CH2:22][CH2:21]2)=[O:19])=[CH:12][CH:11]=1)([CH3:4])([CH3:2])[CH3:3]. Yield: 22.0%. Reactants: C(C)(C)(C)OC(NC(=N)C1=CC=C(C=C1)CNC(=O)[C@@H]1CCC=2N1C(C(=CN2)N)=O)=O ((S)-[(4-{[(3-amino-4-oxo-4,6,7,8-tetrahydro-pyrrolo[1,2-a]pyrimidine-6-carbonyl)-amino]-methyl}-phenyl)-imino-methyl]-carbamic acid tert-butyl ester), CS(=O)(=O)Cl (methanesulfonyl chloride). Run at time 16 hour. Yields the product C(C)(C)(C)OC(NC(C1=CC=C(C=C1)CNC(=O)[C@@H]1CCC=2N1C(C(=CN2)NS(=O)(=O)C)=O)=N)=O ((S)-[imino-(4-{[(3-methanesulfonylamino-4-oxo-4,6,7,8-tetrahydro-pyrrolo[1,2-a]pyrimidine-6-carbonyl)-amino]-methyl)-phenyl)-methyl]-carbamic acid tert-butyl ester). Procedure details: To a solution of 1j (50 mg, 0.117 mmol) in 0.5 mL pyridine at 0° C. was added methanesulfonyl chloride (14.8 mg, 0.129 mmol). The solution was stirred at rt for 16 h. The mixture was diluted with 50 mL EtOAc, washed with H2O (2×) and brine, dried (Na2SO4) and concentrated to afford 13 mg (22%) of intermediate 16a. MS (ESI) 505.0 (M+H+). The reactants are C1(=CC=C(C=C1)S(=O)(=O)O)C (p-toluenesulphonic acid), C(C)OC(C=C(OCC)N)=O (β-amino-β-ethoxyacrylic acid ethyl ester), ClC=1C=C(CNN)C=C(C1)Cl (3,5-dichlorobenzylhydrazine). Run in C(C)O (ethanol). Run at time 8 hour. The product is NC=1NN(C(C1)=O)CC1=CC(=CC(=C1)Cl)Cl (3-Amino-1-(3,5-dichlorobenzyl)-pyrazol-5-one). Reaction SMILES: C1(C)C=CC(S(O)(=O)=O)=CC=1.C([O:14][C:15](=O)[CH:16]=[C:17]([NH2:21])OCC)C.[Cl:23][C:24]1[CH:25]=[C:26]([CH:30]=[C:31]([Cl:33])[CH:32]=1)[CH2:27][NH:28][NH2:29]>C(O)C>[NH2:21][C:17]1[NH:29][N:28]([CH2:27][C:26]2[CH:25]=[C:24]([Cl:23])[CH:32]=[C:31]([Cl:33])[CH:30]=2)[C:15](=[O:14])[CH:16]=1. Procedure details: After adding 1 g of p-toluenesulphonic acid to a solution of 49.6 g of β-amino-β-ethoxyacrylic acid ethyl ester in 220 ml of ethanol, 59 g of 3,5-dichlorobenzylhydrazine were added dropwise under nitrogen. The solution was left to stand overnight and the solids which precipitated melted at 175°-176° after recrystallisation from ethanol. Yield: 40 g (48%) of the compound identified above. Starting materials: CC1(C(C1C=CC(=O)OCC1CC1)C(=O)O)C (2,2-dimethyl-3-(3-cyclopropylmethoxy-3-oxo-1-propenyl) cyclopropane-carboxylic acid), O(C1=CC=CC=C1)C1=CC=CC(=N1)C(C#C)O (1-(6-phenoxy-2-pyridinyl)-2-propyn-1-yl alcohol). The product is CC1(C(C1C=CC(=O)OCC1CC1)C(=O)O)C (2,2-dimethyl-3-(3-cyclopropylmethoxy-3-oxo-1-propenyl) cyclopropane-carboxylic acid), CC1(C(C1C=CC(=O)OC)C(=O)[O-])C (2,2-dimethyl-3-(3-methoxy-3-oxo-1-propenyl)-cyclopropane-carboxylate). Reaction SMILES: [CH3:1][C:2]1([CH3:17])[CH:4]([CH:5]=[CH:6][C:7]([O:9][CH2:10][CH:11]2[CH2:13][CH2:12]2)=[O:8])[CH:3]1[C:14]([OH:16])=[O:15].O(C1N=C(C(O)C#C)C=CC=1)C1C=CC=CC=1>>[CH3:1][C:2]1([CH3:17])[CH:4]([CH:5]=[CH:6][C:7]([O:9][CH2:10][CH:11]2[CH2:13][CH2:12]2)=[O:8])[CH:3]1[C:14]([OH:16])=[O:15].[CH3:1][C:2]1([CH3:17])[CH:4]([CH:5]=[CH:6][C:7]([O:9][CH3:10])=[O:8])[CH:3]1[C:14]([O-:16])=[O:15]. Procedure details: Using the procedure of Example 9, (1R, cis, ΔZ) 2,2-dimethyl-3-(3-methoxy-3-oxo-1-propenyl)-cyclopropane-carboxylic acid and (R, S) 1-(6-phenoxy-2-pyridinyl)-2-propyn-1-yl alcohol were reacted to obtain (R, S) 1-(6-phenoxy-2-pyridinyl)-2-propyn-1-yl (1R, cis, ΔZ) 2,2-dimethyl-3-(3-methoxy-3-oxo-1-propenyl)-cyclopropane-carboxylate. Starting materials: [N+](=O)([O-])C1=CC=C(OCCCI)C=C1 (1-(4-Nitrophenoxy)-3-iodopropane), CN (methylamine), Cl (HCl). Run in C(C)O (ethanol). Run at time 4 hour. The product is Cl.[N+](=O)([O-])C1=CC=C(OCCCNC)C=C1 (N-[3-(4-Nitrophenoxy)propyl]methylamine Hydrochloride). RXN SMILES: [N+:1]([C:4]1[CH:14]=[CH:13][C:7]([O:8][CH2:9][CH2:10][CH2:11]I)=[CH:6][CH:5]=1)([O-:3])=[O:2].[CH3:15][NH2:16].[ClH:17]>C(O)C>[ClH:17].[N+:1]([C:4]1[CH:14]=[CH:13][C:7]([O:8][CH2:9][CH2:10][CH2:11][NH:16][CH3:15])=[CH:6][CH:5]=1)([O-:3])=[O:2] |f:4.5|. Procedure details: 1-(4-Nitrophenoxy)-3-iodopropane (4.76 g, 15.50 mmol) was added portionwise to a stirring solution of methylamine (33%) in ethanol (100 mL) at 0° C. The mixture stirred at room temperature for 4 hours and was then concentrated. The residue was partitioned between ethyl acetate/10% aqueous K2CO3. The organic phase was dried, decolorized and concentrated to afford an oil which was treated with ethanolic HCl. Yield: 2.5 g of hydrochloride salt which was used without purification.